The task is: describe an organic reaction: reactants, conditions, products, and yield. This data is from the Open Reaction Database (ORD), a public repository of structured organic reaction records. Starting materials: CS(C)=O, O=C(O)c1cccc2ccccc12. The product is O=C(O)c1cccc2c(O)cccc12. RXN SMILES: [CH3:14][S:15](=[O:16])[CH3:17].[OH:1][C:2](=[O:3])[c:4]1[cH:5][cH:6][cH:7][c:8]2[cH:9][cH:10][cH:11][cH:12][c:13]12>>[OH:1][C:2](=[O:3])[c:4]1[cH:5][cH:6][cH:7][c:8]2[c:9]([OH:16])[cH:10][cH:11][cH:12][c:13]12. Starting materials: C(=C\C)/[C@@H]1CC[C@H](CC1)C1=CC=C(C(=O)O)C=C1 (4-[trans-4-(1E-propenyl)cyclohexyl]benzoic acid), C(#N)C1=C(C=C(C=C1)O)F (4-cyano-3-fluorophenol), C1(CCCCC1)N=C=NC1CCCCC1 (N,N'-dicyclohexylcarbodiimide). The reagents and catalysts are CN(C1=CC=NC=C1)C (4-(dimethylamino)pyridine). Run in C(Cl)Cl (methylene chloride). Conditions: temperature 0 celsius, time 3 hour. Product: C(=C\C)/[C@@H]1CC[C@H](CC1)C1=CC=C(C(=O)OC2=CC(=C(C=C2)C#N)F)C=C1 (4-cyano-3-fluorophenyl 4-[trans-4-(1E-propenyl)cyclohexyl]benzoate). Isolated yield 67.0%. As a reaction SMILES: [CH:1](/[C@H:4]1[CH2:9][CH2:8][C@H:7]([C:10]2[CH:18]=[CH:17][C:13]([C:14]([OH:16])=[O:15])=[CH:12][CH:11]=2)[CH2:6][CH2:5]1)=[CH:2]\[CH3:3].[C:19]([C:21]1[CH:26]=[CH:25][C:24](O)=[CH:23][C:22]=1[F:28])#[N:20].C1(N=C=NC2CCCCC2)CCCCC1>CN(C)C1C=CN=CC=1.C(Cl)Cl>[CH:1](/[C@H:4]1[CH2:5][CH2:6][C@H:7]([C:10]2[CH:11]=[CH:12][C:13]([C:14]([O:16][C:24]3[CH:25]=[CH:26][C:21]([C:19]#[N:20])=[C:22]([F:28])[CH:23]=3)=[O:15])=[CH:17][CH:18]=2)[CH2:8][CH2:9]1)=[CH:2]\[CH3:3]. Procedure: A suspension of 2.68 g of 4-[trans-4-(1E-propenyl)cyclohexyl]benzoic acid, 1.8 g of 4-cyano-3-fluorophenol and 187 mg of 4-(dimethylamino)pyridine in 25 ml of methylene chloride was cooled to 0° C. and treated while stirring with 3.17 g of N,N'-dicyclohexylcarbodiimide. After stirring at 0° C. for 5 minutes and at room temperature for 3 hours the suspension was filtered and the filtrate was concentrated. Chromatographic purification of the residue on 50 g of basic aluminium oxide with methylene ... Starting materials: C(C1=CC=CC=C1)OC=1C=C(C2=C(NC(C(O2)(C)C)=O)C1)C(C(O)OCC)=O (6-benzyloxy-8-(2-ethoxy-2-hydroxy-acetyl)-2,2-dimethyl-4H-benzo[1,4]oxazin-3-one), FC1=CC=C(C=C1)CC(C)(C)N (2-(4-fluoro-phenyl)-1,1-dimethyl-ethylamine). Yields the product C(C1=CC=CC=C1)OC=1C=C(C2=C(NC(C(O2)(C)C)=O)C1)C(CNC(CC1=CC=C(C=C1)F)(C)C)O (6-benzyloxy-8-{2-[2-(4-fluoro-phenyl)-1,1-dimethyl-ethylamino]-1-hydroxy-ethyl}-2,2-dimethyl-4H-benzo[1,4]oxazin-3-one). As a reaction SMILES: [CH2:1]([O:8][C:9]1[CH:10]=[C:11]([C:22](=[O:28])[CH:23](OCC)O)[C:12]2[O:17][C:16]([CH3:19])([CH3:18])[C:15](=[O:20])[NH:14][C:13]=2[CH:21]=1)[C:2]1[CH:7]=[CH:6][CH:5]=[CH:4][CH:3]=1.[F:29][C:30]1[CH:35]=[CH:34][C:33]([CH2:36][C:37]([NH2:40])([CH3:39])[CH3:38])=[CH:32][CH:31]=1>>[CH2:1]([O:8][C:9]1[CH:10]=[C:11]([CH:22]([OH:28])[CH2:23][NH:40][C:37]([CH3:38])([CH3:39])[CH2:36][C:33]2[CH:32]=[CH:31][C:30]([F:29])=[CH:35][CH:34]=2)[C:12]2[O:17][C:16]([CH3:19])([CH3:18])[C:15](=[O:20])[NH:14][C:13]=2[CH:21]=1)[C:2]1[CH:3]=[CH:4][CH:5]=[CH:6][CH:7]=1. Procedure: 385 mg (1 mmol) 6-benzyloxy-8-(2-ethoxy-2-hydroxy-acetyl)-2,2-dimethyl-4H-benzo[1,4]oxazin-3-one and 167 mg (1 mmol) 2-(4-fluoro-phenyl)-1,1-dimethyl-ethylamine are reacted and worked up analogously to Example 14. However, the resulting benzylether is chromatographed on a silica gel column (dichloromethane/methanol gradient). The reactants are Cl (Hydrogen chloride), O1CCOCC1 (1,4-dioxane), BrC=1C=C(C(=NC1)F)[C@](CF)(C[C@@H](C(F)(F)F)O)N[S@](=O)C(C)(C)C ((R)-N-((2S,4S)-2-(5-bromo-2-fluoropyridin-3-yl)-1,5,5,5-tetrafluoro-4-hydroxypentan-2-yl)-2-methylpropane-2-sulfinamide). Solvent: CO (MeOH), C(Cl)Cl (methylene chloride). Yields the product N[C@](C[C@@H](C(F)(F)F)O)(CF)C=1C(=NC=C(C1)Br)F ((2S,4S)-4-amino-4-(5-bromo-2-fluoropyridin-3-yl)-1,1,1,5-tetrafluoropentan-2-ol). As a reaction SMILES: [Br:1][C:2]1[CH:3]=[C:4]([C@@:9]([NH:19][S@@](C(C)(C)C)=O)([CH2:12][C@H:13]([OH:18])[C:14]([F:17])([F:16])[F:15])[CH2:10][F:11])[C:5]([F:8])=[N:6][CH:7]=1.Cl.O1CCOCC1>C(Cl)Cl.CO>[NH2:19][C@@:9]([C:4]1[C:5]([F:8])=[N:6][CH:7]=[C:2]([Br:1])[CH:3]=1)([CH2:10][F:11])[CH2:12][C@H:13]([OH:18])[C:14]([F:16])([F:15])[F:17]. Procedure: (R)-N-((2S,4S)-2-(5-bromo-2-fluoropyridin-3-yl)-1,5,5,5-tetrafluoro-4-hydroxypentan-2-yl)-2-methylpropane-2-sulfinamide (3.68 g, 8.12 mmol) was dissolved in 36 mL methylene chloride and 18 mL MeOH. The solution was stirred at room temperature. Hydrogen chloride, 4M in 1,4-dioxane (20.30 ml, 81 mmol) was added and the reaction mixture was stirred for 1.5 h. The reaction was concentrated, then EtOAc and water was added, followed by addition of saturated sodium bicarbonate solution for neutralizati...